From a dataset of the Open Reaction Database (ORD), a public repository of structured organic reaction records. describe an organic reaction: reactants, conditions, products, and yield Reactants: O=C1C(CCCC1)C(=O)OC (methyl 2-oxocyclohexanecarboxylate), NC=1C=C(C(=O)OC)C=CC1C (methyl 3-amino-4-methylbenzoate), polyphosphoric acid, O1CCOCC1 (dioxane). Solvent: O (water). Conditions: temperature 130 celsius. Yields the product CC1=CC=C(C=2C(C=3CCCCC3NC12)=O)C(=O)OC (Methyl 4-methyl-9-oxo-5,6,7,8,9,10-hexahydroacridine-1-carboxylate). Isolated yield 31.7%. RXN SMILES: O=[C:2]1[CH2:7][CH2:6][CH2:5][CH2:4][CH:3]1[C:8](OC)=[O:9].[NH2:12][C:13]1[CH:14]=[C:15]([CH:20]=[CH:21][C:22]=1[CH3:23])[C:16]([O:18][CH3:19])=[O:17].O1CCOCC1>O>[CH3:23][C:22]1[C:13]2[NH:12][C:2]3[CH2:7][CH2:6][CH2:5][CH2:4][C:3]=3[C:8](=[O:9])[C:14]=2[C:15]([C:16]([O:18][CH3:19])=[O:17])=[CH:20][CH:21]=1. Reported procedure: A mixture of methyl 2-oxocyclohexanecarboxylate (1.0 g, 6.4 mmol), methyl 3-amino-4-methylbenzoate (1.06 g, 6.4 mmol), polyphosphoric acid (4 mL) and dioxane (6 mL) was heated at 130° C. for 2 hours. After cooling to room temperature, the mixture was diluted with water (100 mL) and the resulting precipitate was collected by filtration and dried. The solid was suspended in methanol (100 mL) and SOCl2 (10 mL) was added. The mixture was stirred at reflux for 5 hours, concentrated and treated with w... The reactants are NC=1C=C(C=CC1N)C(=O)N1C2CC(CC(C1)(C2)C)(C)C ((3,4-diaminophenyl)-(1,3,3-trimethyl-6-azabicyclo[3.2.1]oct-6-yl)methanone), C(=O)C1C(C1)C(=O)OCC (ethyl 2-formyl-1-cyclopropanecarboxylate). Run in CN1CCCC1=O (NMP). Conditions: temperature 50 celsius, time 16 hour. Product: C(C)OC(=O)C1C(C1)C1=NC2=C(N1)C=CC(=C2)C(=O)N2C1CC(CC(C2)(C1)C)(C)C (2-[5-(1,3,3-Trimethyl-6-aza-bicyclo[3.2.1]octane-6-carbonyl)-1H-benzimidazol-2-yl]-cyclopropanecarboxylic Acid Ethyl Ester). Yield: 8.4%. As a reaction SMILES: [NH2:1][C:2]1[CH:3]=[C:4]([C:9]([N:11]2[CH2:17][C:16]3([CH3:19])[CH2:18][CH:12]2[CH2:13][C:14]([CH3:21])([CH3:20])[CH2:15]3)=[O:10])[CH:5]=[CH:6][C:7]=1[NH2:8].[CH:22]([CH:24]1[CH2:26][CH:25]1[C:27]([O:29][CH2:30][CH3:31])=[O:28])=O>CN1C(=O)CCC1>[CH2:30]([O:29][C:27]([CH:25]1[CH2:26][CH:24]1[C:22]1[NH:8][C:7]2[CH:6]=[CH:5][C:4]([C:9]([N:11]3[CH2:17][C:16]4([CH3:19])[CH2:18][CH:12]3[CH2:13][C:14]([CH3:21])([CH3:20])[CH2:15]4)=[O:10])=[CH:3][C:2]=2[N:1]=1)=[O:28])[CH3:31]. Procedure: To a solution of (3,4-diaminophenyl)-(1,3,3-trimethyl-6-azabicyclo[3.2.1]oct-6-yl)methanone (500 mg, 1.74 mmol) in dry NMP (25 mL) at room temperature under an inert atmosphere of nitrogen was added approx. 500 mg of molecular sieve 4 Å followed by ethyl 2-formyl-1-cyclopropanecarboxylate (0.51 mL, 3.86 mmol). The mixture was stirred for 16 hrs at 50° C. The reaction was quenched by the addition of water (100 mL) followed by extraction with diethyl ether (3×100 mL). The combined organic phases w... Reactants: ClC1=C(C(=C(C=C1OC)OC)Cl)N=C=O (2,6-dichloro-3,5-dimethoxyphenyl-isocyanate), C(C)N1CCN(CC1)C1=CC=C(C=C1)NC1=NC=NC(=C1)NC (N-[4-(4-ethyl-piperazin-1-yl)-phenyl]-N′-methyl-pyrimidine-4,6-diamine). The solvent is C1(=CC=CC=C1)C (toluene). Reaction conditions: time 1.5 hour. The product is ClC1=C(C(=C(C=C1OC)OC)Cl)NC(N(C)C1=NC=NC(=C1)NC1=CC=C(C=C1)N1CCN(CC1)CC)=O (3-(2,6-Dichloro-3,5-dimethoxy-phenyl)-1-{6-[4-(4-ethyl-piperazin-1-yl)-phenylamino]-pyrimidin-4-yl}-1-methyl-urea). As a reaction SMILES: [Cl:1][C:2]1[C:7]([O:8][CH3:9])=[CH:6][C:5]([O:10][CH3:11])=[C:4]([Cl:12])[C:3]=1[N:13]=[C:14]=[O:15].[CH2:16]([N:18]1[CH2:23][CH2:22][N:21]([C:24]2[CH:29]=[CH:28][C:27]([NH:30][C:31]3[CH:36]=[C:35]([NH:37][CH3:38])[N:34]=[CH:33][N:32]=3)=[CH:26][CH:25]=2)[CH2:20][CH2:19]1)[CH3:17]>C1(C)C=CC=CC=1>[Cl:1][C:2]1[C:7]([O:8][CH3:9])=[CH:6][C:5]([O:10][CH3:11])=[C:4]([Cl:12])[C:3]=1[NH:13][C:14](=[O:15])[N:37]([C:35]1[CH:36]=[C:31]([NH:30][C:27]2[CH:26]=[CH:25][C:24]([N:21]3[CH2:20][CH2:19][N:18]([CH2:16][CH3:17])[CH2:23][CH2:22]3)=[CH:29][CH:28]=2)[N:32]=[CH:33][N:34]=1)[CH3:38]. Procedure: The title compound was prepared by adding 2,6-dichloro-3,5-dimethoxyphenyl-isocyanate (1.25 eq.) to a solution of N-[4-(4-ethyl-piperazin-1-yl)-phenyl]-N′-methyl-pyrimidine-4,6-diamine (2.39 g, 7.7 mmol, 1 eq.) in toluene and stirring the reaction mixture for 1.5 h at reflux. Purification of the crude product by silica gel column chromatography (DCM/MeOH+1% NH3aq, 95:5) affords the title compound as a white solid: ESI-MS: 560.0/561.9 [MH]+; tR=3.54 min (purity: 100%, gradient J); TLC: Rf=0.28 (D... The reactants are BrC=1C=C(C=CC1C)C(C=C(C)C)=O (1-(3-bromo-4-methylphenyl)-3-methylbut-2-en-1-one), ClC1=CC(=CC=C1)C(=O)OO (m-chloroperbenzoic acid), O (water). The solvent is C(Cl)Cl (DCM). Product: BrC=1C=C(C=CC1C)C(=O)C1OC1(C)C ((3-Bromo-4-methylphenyl)(3,3-dimethyloxiran-2-yl)methanone). The yield is 100.4%. Reaction SMILES: [Br:1][C:2]1[CH:3]=[C:4]([C:9](=[O:14])[CH:10]=[C:11]([CH3:13])[CH3:12])[CH:5]=[CH:6][C:7]=1[CH3:8].ClC1C=CC=C(C(OO)=[O:23])C=1.O>C(Cl)Cl>[Br:1][C:2]1[CH:3]=[C:4]([C:9]([CH:10]2[C:11]([CH3:12])([CH3:13])[O:23]2)=[O:14])[CH:5]=[CH:6][C:7]=1[CH3:8]. Reported procedure: To a cooled solution (at 0° C.) of 1-(3-bromo-4-methylphenyl)-3-methylbut-2-en-1-one (1.50 g, 5.92 mmol, 1.0 eq) in DCM (100 mL), m-chloroperbenzoic acid (77%, 4.30 g, 17.78 mmol, 3.0 eq) was added portion wise and then allowed to warm to room temperature. After stirring for 12 h at room temperature water was added to the reaction mixture and the layers were separated. The organic layer was washed with saturated aqueous solution of sodium bicarbonate (3×50 mL) followed by brine (50 mL) and then ...